From a dataset of the Open Reaction Database (ORD), a public repository of structured organic reaction records. describe an organic reaction: reactants, conditions, products, and yield Reactants: C(#N)C1=CC=C(C=C1)NC=1C=NC=NC1 (5-[N-(4-cyanophenyl)amino]pyrimidine), FC=1C=C(CBr)C=C(C1)F (3,5-difluorobenzyl bromide). Yields the product C(#N)C1=CC=C(C=C1)N(CC1=CC(=CC(=C1)F)F)C=1C=NC=NC1 (5-[N-(4-Cyanophenyl)-N-(3,5-difluorobenzyl)amino]pyrimidine). Reaction SMILES: [C:1]([C:3]1[CH:8]=[CH:7][C:6]([NH:9][C:10]2[CH:11]=[N:12][CH:13]=[N:14][CH:15]=2)=[CH:5][CH:4]=1)#[N:2].[F:16][C:17]1[CH:18]=[C:19]([CH:22]=[C:23]([F:25])[CH:24]=1)[CH2:20]Br>>[C:1]([C:3]1[CH:8]=[CH:7][C:6]([N:9]([C:10]2[CH:15]=[N:14][CH:13]=[N:12][CH:11]=2)[CH2:20][C:19]2[CH:18]=[C:17]([F:16])[CH:24]=[C:23]([F:25])[CH:22]=2)=[CH:5][CH:4]=1)#[N:2]. Procedure: Starting compounds: 5-[N-(4-cyanophenyl)amino]pyrimidine and 3,5-difluorobenzyl bromide